This data is from the Open Reaction Database (ORD), a public repository of structured organic reaction records. The task is: describe an organic reaction: reactants, conditions, products, and yield The reactants are [Cu] (copper), CS(=O)(=O)O (methanesulfonic acid), OO (hydrogen peroxide), OO (hydrogen peroxide), OO (hydrogen peroxide), CS(=O)(=O)O (methanesulfonic acid), [Cu] (copper), [Cu] (copper), O (water), O=O (oxygen). Reaction conditions: temperature 80 celsius. The product is CS(=O)(=O)[O-].[Cu+2].CS(=O)(=O)[O-] (copper methanesulfonate), [Cu] (copper). RXN SMILES: [Cu:1].O.OO.O=O.[CH3:7][S:8]([OH:11])(=[O:10])=[O:9]>>[CH3:7][S:8]([O-:11])(=[O:10])=[O:9].[Cu+2:1].[CH3:7][S:8]([O-:11])(=[O:10])=[O:9].[Cu:1] |f:5.6.7|. Reported procedure: 100 g copper wire scrap was introduced into an aqueous solution that contained 300 g methanesulfonic acid; this was brought to approximately 0.7 L by the addition of ion-exchanged water; and, while heating to 80° C., 30% aqueous hydrogen peroxide was intermittently added in 10 mL portions while monitoring the status of the reaction. Once a certain amount had been added, decomposition of the hydrogen peroxide began and oxygen gas was generated and this caused oxidation of the copper and its gradu... The reactants are C=1C=CC2=C(C1)CCC(=O)O2 (dihydrocoumarin), C(C)OCC (diethyl ether), C(CCC)[Li] (n-butyllithium), CCCCCC (hexane). Conditions: temperature 20 celsius, time 8 hour. Yields the product O1CCC2=C1C(=CC=C2)C(=O)O (2,3-Dihydrobenzofuran-7-carboxylic acid), solid. Reaction SMILES: C1C=C[C:4]2[O:11][C:9](=[O:10])[CH2:8][CH2:7][C:5]=2C=1.C([Li])CCC.CCCCCC.[CH2:23]([O:25][CH2:26][CH3:27])[CH3:24]>>[O:25]1[C:26]2[C:8]([C:9]([OH:11])=[O:10])=[CH:7][CH:5]=[CH:4][C:27]=2[CH2:24][CH2:23]1. Reported procedure: A solution of dihydrocoumarin (0.338 mL, 3.00 mmol) in dry diethyl ether (10 mL) was cooled to -78° C. and a solution of n-butyllithium in hexane (2.38M, 1.30 mL, 3.00 mmol) was slowly added. The reaction was stirred at 20° C. overnight. The reaction was cooled to -78° C. and carbon dioxide was bubbled through for 10 min. The reaction was warmed to 20° C. and partitioned between water and ether. A solution of 10% aqueous HCl was added to the aqueous phase until the pH was less than 1. The aqueou... Reactants: O (water), CO (MeOH), [H-].[Na+] (NaH), BrC1=CC2=C(N=C(N=C2Cl)C)S1 (6-bromo-4-chloro-2-methylthieno[2,3-d]pyrimidine). The solvent is C1CCOC1 (THF), C1CCOC1 (THF). Run at time 15 minute. The product is BrC1=CC2=C(N=C(N=C2OC)C)S1 (6-bromo-4-methoxy-2-methylthieno[2,3-d]pyrimidine). RXN SMILES: [CH3:1][OH:2].[H-].[Na+].[Br:5][C:6]1[S:16][C:9]2[N:10]=[C:11]([CH3:15])[N:12]=[C:13](Cl)[C:8]=2[CH:7]=1.O>C1COCC1>[Br:5][C:6]1[S:16][C:9]2[N:10]=[C:11]([CH3:15])[N:12]=[C:13]([O:2][CH3:1])[C:8]=2[CH:7]=1 |f:1.2|. Reported procedure: A mixed solution of MeOH (2 mL) and THF (15 mL) was cooled in an ice bath, and NaH (60% oil, 600 mg) was added thereto, followed by stirring for 15 minutes. Then, a solution of 6-bromo-4-chloro-2-methylthieno[2,3-d]pyrimidine (2.0 g) in THF (5 mL) was added thereto, followed by stirring at room temperature for 2 hours. To the reaction mixture was added water, followed by extraction with EtOAc. The organic layer was washed with brine, dried over Na2SO4, and then concentrated under reduced pressur... The reactants are ClC1=C(C=NC2=CC(=CC=C12)C1=CC=CC=C1)[N+](=O)[O-] (4-Chloro-3-nitro-7-phenylquinoline), C(C)(C)(C)OC(=O)N1CCC(CC1)CN (1-(tert-butoxycarbonyl)-4-(aminomethyl)piperidine). Solvent: C(C)OCC (diethyl ether). The product is [N+](=O)([O-])C=1C=NC2=CC(=CC=C2C1NCC1CCN(CC1)C(=O)OC(C)(C)C)C1=CC=CC=C1 (tert-butyl 4-[(3-nitro-7-phenylquinolin-4-ylamino)methyl]piperidine-1-carboxylate). Isolated yield 94.3%. RXN SMILES: Cl[C:2]1[C:11]2[C:6](=[CH:7][C:8]([C:12]3[CH:17]=[CH:16][CH:15]=[CH:14][CH:13]=3)=[CH:9][CH:10]=2)[N:5]=[CH:4][C:3]=1[N+:18]([O-:20])=[O:19].[C:21]([O:25][C:26]([N:28]1[CH2:33][CH2:32][CH:31]([CH2:34][NH2:35])[CH2:30][CH2:29]1)=[O:27])([CH3:24])([CH3:23])[CH3:22]>C(OCC)C>[N+:18]([C:3]1[CH:4]=[N:5][C:6]2[C:11]([C:2]=1[NH:35][CH2:34][CH:31]1[CH2:32][CH2:33][N:28]([C:26]([O:25][C:21]([CH3:24])([CH3:23])[CH3:22])=[O:27])[CH2:29][CH2:30]1)=[CH:10][CH:9]=[C:8]([C:12]1[CH:17]=[CH:16][CH:15]=[CH:14][CH:13]=1)[CH:7]=2)([O-:20])=[O:19]. Reported procedure: 4-Chloro-3-nitro-7-phenylquinoline (8.35 g, 29.3 mmol) was treated with 1-(tert-butoxycarbonyl)-4-(aminomethyl)piperidine (7.54 g, 35.2 mmol) according to the method described in Part A of Examples 152–156. The crude solid was triturated with water, isolated by filtration, sonicated with diethyl ether, isolated by filtration, and dried for four hours in a vacuum oven at 40° C. to provide 12.78 g of tert-butyl 4-[(3-nitro-7-phenylquinolin-4-ylamino)methyl]piperidine-1-carboxylate as a yellow soli...